Dataset: the Open Reaction Database (ORD), a public repository of structured organic reaction records. Task: describe an organic reaction: reactants, conditions, products, and yield Starting materials: C(CCC)N1C(NC(C=2NC(=NC12)CC)=O)=O (3-butyl-8-ethyl-xanthine), P12(=S)SP3(=S)SP(=S)(S1)SP(=S)(S2)S3 (phosphorus pentasulfide), O (water). Run in N1=CC=CC=C1 (pyridine). The product is C(CCC)N1C(NC(C=2NC(=NC12)CC)=S)=O (3-butyl-8-ethyl-6-thioxanthine). As a reaction SMILES: [CH2:1]([N:5]1[C:13]2[N:12]=[C:11]([CH2:14][CH3:15])[NH:10][C:9]=2[C:8](=O)[NH:7][C:6]1=[O:17])[CH2:2][CH2:3][CH3:4].P12(SP3(SP(SP(S3)(S1)=S)(=S)S2)=S)=[S:19].O>N1C=CC=CC=1>[CH2:1]([N:5]1[C:13]2[N:12]=[C:11]([CH2:14][CH3:15])[NH:10][C:9]=2[C:8](=[S:19])[NH:7][C:6]1=[O:17])[CH2:2][CH2:3][CH3:4]. Reported procedure: 11.8 g (50 mM.) of 3-butyl-8-ethyl-xanthine (mp 304°-9° C., and 18.2 g (82 nM.) of phosphorus pentasulfide were refluxed in 170 ml of pyridine for 2 hrs. The solution was cooled to ambient temperature and treated slowly with 110 ml. of water (exothermic). The suspension was concentrated to 100 ml. in vacuo at 60° C., further diluted with 140 ml. of water, and concentrated again to about 120 ml. The crude product was collected and washed with ice water. The dried material (11.1 g.) was dissolved ... Starting materials: CCOP(=O)(OCC)C(F)(F)c1ccc(CBr)cc1Br, Clc1ccc(Nc2nc(-c3ccccc3)cs2)cc1Cl, [K+], [K+], O=C([O-])[O-], CN(C)C=O. The product is CCOP(=O)(OCC)C(F)(F)c1ccc(CN(c2ccc(Cl)c(Cl)c2)c2nc(-c3ccccc3)cs2)cc1Br. As a reaction SMILES: [CH2:27]([CH3:28])[O:29][P:30]([O:31][CH2:32][CH3:33])(=[O:34])[C:35]([F:36])([F:37])[c:38]1[c:39]([Br:46])[cH:40][c:41]([CH2:44][Br:45])[cH:42][cH:43]1.[Cl:1][c:2]1[cH:3][c:4]([NH:9][c:10]2[s:11][cH:12][c:13](-[c:15]3[cH:16][cH:17][cH:18][cH:19][cH:20]3)[n:14]2)[cH:5][cH:6][c:7]1[Cl:8].[K+:21].[K+:22].[O-:23][C:24]([O-:25])=[O:26].[O:47]=[CH:48][N:49]([CH3:50])[CH3:51]>>[Cl:1][c:2]1[cH:3][c:4]([N:9]([c:10]2[s:11][cH:12][c:13](-[c:15]3[cH:16][cH:17][cH:18][cH:19][cH:20]3)[n:14]2)[CH2:44][c:41]2[cH:40][c:39]([Br:46])[c:38]([C:35]([P:30]([O:29][CH2:27][CH3:28])([O:31][CH2:32][CH3:33])=[O:34])([F:36])[F:37])[cH:43][cH:42]2)[cH:5][cH:6][c:7]1[Cl:8].